Dataset: the Open Reaction Database (ORD), a public repository of structured organic reaction records. Task: describe an organic reaction: reactants, conditions, products, and yield The reactants are C(#N)CCOP(=O)([O-])[O-].[NH+]1=CC=CC=C1.[NH+]1=CC=CC=C1 (pyridinium cyanoethylphosphate), COC([C@@H](NC(CCC\C=C/C\C=C/C\C=C/C\C=C/CCCCC)=O)CC1=CC=C(C=C1)O)=O (N-arachidonoyl-L-tyrosine methyl ester), Cl (HCl), C1(CCCCC1)N=C=NC1CCCCC1 (N,N′-Dicyclohexylcarbodiimide). The solvent is C(C)#N (acetonitrile), O (water). Conditions: time 5 day. Yields the product C(CCC\C=C/CC=CCC=CCC=CCCCCC)(=O)N[C@@H](CC1=CC=C(C=C1)OP(=O)(O)O)C(=O)O (N-(cis-5,8,11,14-eicosatetraenoyl)-O-phospho-L-tyrosine). Isolated yield 23.0%. RXN SMILES: [C:1]([CH2:3][CH2:4][O:5][P:6]([O-:9])([O-:8])=[O:7])#N.[NH+]1C=CC=CC=1.[NH+]1C=CC=CC=1.C[O:23][C:24](=[O:56])[C@H:25]([CH2:48][C:49]1C=CC(O)=[CH:51][CH:50]=1)[NH:26][C:27](=[O:47])[CH2:28][CH2:29][CH2:30]/[CH:31]=[CH:32]\[CH2:33]/[CH:34]=[CH:35]\[CH2:36]/[CH:37]=[CH:38]\[CH2:39]/[CH:40]=[CH:41]\[CH2:42][CH2:43][CH2:44][CH2:45][CH3:46].C1(N=C=NC2CCCCC2)CCCCC1.Cl>C(#N)C.O>[C:27]([NH:26][C@H:25]([C:24]([OH:56])=[O:23])[CH2:48][C:49]1[CH:50]=[CH:51][C:4]([O:5][P:6]([OH:9])([OH:8])=[O:7])=[CH:3][CH:1]=1)(=[O:47])[CH2:28][CH2:29][CH2:30]/[CH:31]=[CH:32]\[CH2:33][CH:34]=[CH:35][CH2:36][CH:37]=[CH:38][CH2:39][CH:40]=[CH:41][CH2:42][CH2:43][CH2:44][CH2:45][CH3:46] |f:0.1.2|. Reported procedure: A solution of pyridinium cyanoethylphosphate (2 mmol) in anhydrous acetonitrile (3 ml) was added to dry N-arachidonoyl-L-tyrosine methyl ester. N,N′-Dicyclohexylcarbodiimide (413 mg, 2 mmol) was then added and the mixture was stirred at room temperature. After 5 days, the mixture was cooled to 0° C., water (0.5 ml) was added and, after stirring for 30 min at room temperature, the precipitated N,N′-dicyclohexylurea was separated by filtration. The filtrate was evaporated in vacuo and the residue ... Starting materials: N1C(=CC2=CC=CC=C12)C(=O)OCC (Ethyl indole-2-carboxylate), C([O-])([O-])=O.[K+].[K+] (potassium carbonate), C=O (formaldehyde). Solvent: C(C)O (ethanol). The product is OCC1=C(NC2=CC=CC=C12)C(=O)O (3-Hydroxymethylindole-2-carboxylic acid). As a reaction SMILES: [NH:1]1[C:9]2[C:4](=[CH:5][CH:6]=[CH:7][CH:8]=2)[CH:3]=[C:2]1[C:10]([O:12]CC)=[O:11].[C:15](=O)([O-])[O-:16].[K+].[K+].C=O>C(O)C>[OH:16][CH2:15][C:3]1[C:4]2[C:9](=[CH:8][CH:7]=[CH:6][CH:5]=2)[NH:1][C:2]=1[C:10]([OH:12])=[O:11] |f:1.2.3|. Procedure details: Ethyl indole-2-carboxylate (5.87 gm) in absolute ethanol (85 ml) was combined with potassium carbonate (4.3 gm) and 37% formaldehyde (2.6 gm) and heated to reflux for four days. The mixture was cooled to room temperature and the solvents removed on a rotary evaporator. The residue was dissolved in water (100 ml) and the water solution was washed with ether (2×50 ml). The aqueous solution was made acidic with 3.6 N sulfuric acid and the resulting mixture was extracted with methylene chloride (2×5... Reactants: O=C1N(CCC1)CC(=O)OCC (ethyl 2-oxo-1-pyrrolidineacetate), NC(C)C(=O)N1C(NC(C1)=O)(C)C (1-(D,L-alanyl)-2,2-dimethyl-4-imidazolidinone). Solvent: CC(C)O (2-propanol). Product: CC1(N(CC(N1)=O)C(C(C)NC(CN1C(CCC1)=O)=O)=O)C (2,2-Dimethyl-1-[2-(2-oxo-1-pyrrolidineacetamido)propionyl]4-imidazolidinone). As a reaction SMILES: [O:1]=[C:2]1[CH2:6][CH2:5][CH2:4][N:3]1[CH2:7][C:8]([O:10]CC)=O.[NH2:13][CH:14]([C:16]([N:18]1[CH2:22][C:21](=[O:23])[NH:20][C:19]1([CH3:25])[CH3:24])=[O:17])[CH3:15]>CC(O)C>[CH3:25][C:19]1([CH3:24])[NH:20][C:21](=[O:23])[CH2:22][N:18]1[C:16](=[O:17])[CH:14]([NH:13][C:8](=[O:10])[CH2:7][N:3]1[CH2:4][CH2:5][CH2:6][C:2]1=[O:1])[CH3:15]. Procedure details: The same procedure of Example 25, starting from ethyl 2-oxo-1-pyrrolidineacetate and 1-(D,L-alanyl)-2,2-dimethyl-4-imidazolidinone, afforded the title compound, m.p. 198°-200° C. (2-propanol). Reactants: N (NH3), NN (Hydrazine), ClC1=NC=C(C=C1[N+](=O)[O-])[N+](=O)[O-] (2-chloro-3,5-dinitro-pyridine), resultant mixture. Solvent: CO (methanol). Yields the product [N+](=O)([O-])C=1C(=NC=C(C1)[N+](=O)[O-])NN (3,5-Dinitro-2-pyridinylhydrazine). Reaction SMILES: [NH2:1][NH2:2].Cl[C:4]1[C:9]([N+:10]([O-:12])=[O:11])=[CH:8][C:7]([N+:13]([O-:15])=[O:14])=[CH:6][N:5]=1.N>CO>[N+:10]([C:9]1[C:4]([NH:1][NH2:2])=[N:5][CH:6]=[C:7]([N+:13]([O-:15])=[O:14])[CH:8]=1)([O-:12])=[O:11]. Reported procedure: Hydrazine (anhydrous, 0.75 ml, 23.9 mmol) was added to a solution of 2-chloro-3,5-dinitro-pyridine (3.42 g, 16.8 mmol) in methanol (25 mL). The resultant mixture was stirred at room temperature overnight. Solvent was evaporated, and the residue was washed with water and methanol several times to remove the impurities. A dark solid powder was obtained (3.0 g). MS (DCI/NH3) m/e: 200 (M+1). 1H NMR (DMSO-d6, 300MHz) d: 9.25 (m, 1H), 9.06 (m, 1H). Reactants: N#Cc1ccc(Br)cc1, Cc1ccccc1, C[Si](C)(C)[N-][Si](C)(C)C, CC1SC(NC(C)c2ccccc2F)=NC1=O, [Na+], O=C(C=Cc1ccccc1)C=Cc1ccccc1, O=C(C=Cc1ccccc1)C=Cc1ccccc1, O=C(C=Cc1ccccc1)C=Cc1ccccc1, [Pd], [Pd], c1ccc(P(c2ccccc2)c2ccc3ccccc3c2-c2c(P(c3ccccc3)c3ccccc3)ccc3ccccc23)cc1. Product: CC(NC1=NC(=O)C(C)(c2ccc(C#N)cc2)S1)c1ccccc1F. Reaction SMILES: [Br:18][c:19]1[cH:20][cH:21][c:22]([C:23]#[N:24])[cH:25][cH:26]1.[CH3:139][c:140]1[cH:141][cH:142][cH:143][cH:144][cH:145]1.[CH3:74][Si:75]([N-:76][Si:77]([CH3:78])([CH3:79])[CH3:80])([CH3:81])[CH3:82].[F:1][c:2]1[c:3]([CH:8]([CH3:9])[NH:10][C:11]2=[N:15][C:14](=[O:16])[CH:13]([CH3:17])[S:12]2)[cH:4][cH:5][cH:6][cH:7]1.[Na+:73].[O:103]=[C:104]([CH:105]=[CH:106][c:107]1[cH:108][cH:109][cH:110][cH:111][cH:112]1)[CH:113]=[CH:114][c:115]1[cH:116][cH:117][cH:118][cH:119][cH:120]1.[O:121]=[C:122]([CH:123]=[CH:124][c:125]1[cH:126][cH:127][cH:128][cH:129][cH:130]1)[CH:131]=[CH:132][c:133]1[cH:134][cH:135][cH:136][cH:137][cH:138]1.[O:85]=[C:86]([CH:87]=[CH:88][c:89]1[cH:90][cH:91][cH:92][cH:93][cH:94]1)[CH:95]=[CH:96][c:97]1[cH:98][cH:99][cH:100][cH:101][cH:102]1.[Pd:83].[Pd:84].[c:27]1([P:28]([c:29]2[cH:30][cH:31][cH:32][cH:33][cH:34]2)[c:35]2[cH:36][cH:37][c:38]3[c:39]([cH:40][cH:41][cH:42][cH:43]3)[c:44]2-[c:45]2[c:46]3[c:47]([cH:48][cH:49][cH:50][cH:51]3)[cH:52][cH:53][c:54]2[P:55]([c:56]2[cH:57][cH:58][cH:59][cH:60][cH:61]2)[c:62]2[cH:63][cH:64][cH:65][cH:66][cH:67]2)[cH:68][cH:69][cH:70][cH:71][cH:72]1>>[F:1][c:2]1[c:3]([CH:8]([CH3:9])[NH:10][C:11]2=[N:15][C:14](=[O:16])[C:13]([CH3:17])([c:19]3[cH:20][cH:21][c:22]([C:23]#[N:24])[cH:25][cH:26]3)[S:12]2)[cH:4][cH:5][cH:6][cH:7]1. Starting materials: FC1(C(C1)C1=CC=C(C=C1)OC)F (p-(2,2-difluorocyclopropyl)anisole), B(Br)(Br)Br (boron tribromide), ( c ). As a reaction SMILES: [F:1][C:2]1([F:13])[CH2:4][CH:3]1[C:5]1[CH:10]=[CH:9][C:8]([O:11]C)=[CH:7][CH:6]=1.B(Br)(Br)Br>>[F:1][C:2]1([F:13])[CH2:4][CH:3]1[C:5]1[CH:10]=[CH:9][C:8]([OH:11])=[CH:7][CH:6]=1. Reported procedure: p-(2,2-Difluorocyclopropyl)phenol was prepared from 120 g. of p-(2,2-difluorocyclopropyl)anisole and 81 g. of boron tribromide according to the procedure described above in Example 1, part (c), affording 72 g. of oil used directly in the following reaction. Product: FC1(C(C1)C1=CC=C(C=C1)O)F (p-(2,2-Difluorocyclopropyl)phenol).